The task is: describe an organic reaction: reactants, conditions, products, and yield. This data is from the Open Reaction Database (ORD), a public repository of structured organic reaction records. Starting materials: CS(C)=O, CC(C)(C)n1ncc(C(=O)NC2C3CC4CC(C3)CC2C4)c1Cl, [F-], [K+], c1cn[nH]c1. The product is CC(C)(C)n1ncc(C(=O)NC2C3CC4CC(C3)CC2C4)c1-n1cccn1. As a reaction SMILES: [CH3:31][S:32]([CH3:33])=[O:34].[CH:1]12[CH:2]([NH:11][C:12](=[O:13])[c:14]3[cH:15][n:16][n:17]([C:20]([CH3:21])([CH3:22])[CH3:23])[c:18]3[Cl:19])[CH:3]3[CH2:4][CH:5]([CH2:6][CH:7]([CH2:8]1)[CH2:9]3)[CH2:10]2.[F-:29].[K+:30].[nH:24]1[n:25][cH:26][cH:27][cH:28]1>>[CH:1]12[CH:2]([NH:11][C:12](=[O:13])[c:14]3[cH:15][n:16][n:17]([C:20]([CH3:21])([CH3:22])[CH3:23])[c:18]3-[n:24]3[n:25][cH:26][cH:27][cH:28]3)[CH:3]3[CH2:4][CH:5]([CH2:6][CH:7]([CH2:8]1)[CH2:9]3)[CH2:10]2. The reactants are F[B-](F)(F)F, Nc1ncc(Br)s1, Br, CC(C)(C)[PH+](C(C)(C)C)C(C)(C)C, CC1(C)OB(c2cccnc2Oc2ccc(N)cc2)OC1(C)C, [Na+], [Na+], O=C([O-])[O-], C1COCCO1, O=C(C=Cc1ccccc1)C=Cc1ccccc1, O=C(C=Cc1ccccc1)C=Cc1ccccc1, O=C(C=Cc1ccccc1)C=Cc1ccccc1, [Pd], [Pd]. Product: Nc1ccc(Oc2ncccc2-c2cnc(N)s2)cc1. As a reaction SMILES: [B-:38]([F:39])([F:40])([F:41])[F:42].[Br:25][c:26]1[cH:27][n:28][c:29]([NH2:31])[s:30]1.[BrH:24].[C:43]([PH+:44]([C:45]([CH3:46])([CH3:47])[CH3:48])[C:49]([CH3:50])([CH3:51])[CH3:52])([CH3:53])([CH3:54])[CH3:55].[CH3:1][C:2]1([CH3:3])[C:4]([CH3:5])([CH3:6])[O:7][B:8]([c:9]2[c:10]([O:15][c:16]3[cH:17][cH:18][c:19]([NH2:22])[cH:20][cH:21]3)[n:11][cH:12][cH:13][cH:14]2)[O:23]1.[Na+:32].[Na+:33].[O-:34][C:35](=[O:36])[O-:37].[O:112]1[CH2:113][CH2:114][O:115][CH2:116][CH2:117]1.[O:58]=[C:59]([CH:60]=[CH:61][c:62]1[cH:63][cH:64][cH:65][cH:66][cH:67]1)[CH:68]=[CH:69][c:70]1[cH:71][cH:72][cH:73][cH:74][cH:75]1.[O:76]=[C:77]([CH:78]=[CH:79][c:80]1[cH:81][cH:82][cH:83][cH:84][cH:85]1)[CH:86]=[CH:87][c:88]1[cH:89][cH:90][cH:91][cH:92][cH:93]1.[O:94]=[C:95]([CH:96]=[CH:97][c:98]1[cH:99][cH:100][cH:101][cH:102][cH:103]1)[CH:104]=[CH:105][c:106]1[cH:107][cH:108][cH:109][cH:110][cH:111]1.[Pd:56].[Pd:57]>>[c:9]1(-[c:26]2[cH:27][n:28][c:29]([NH2:31])[s:30]2)[c:10]([O:15][c:16]2[cH:17][cH:18][c:19]([NH2:22])[cH:20][cH:21]2)[n:11][cH:12][cH:13][cH:14]1. The reactants are C(=O)(O)C12CCC(CC1)(CC2)NCC(=O)N2[C@@H](C[C@@H](C2)F)C#N ((2S,4S)-1-[[N-(4-carboxybicyclo[2.2.2]oct-1-yl)amino]acetyl]-4-fluoropyrrolidine-2-carbonitrile), NC=1SC(=NN1)C(F)(F)F (2-amino-5-trifluoromethyl-1,3,4-thiadiazole). Product: F[C@H]1C[C@H](N(C1)C(CNC12CCC(CC1)(CC2)C(=O)NC=2SC(=NN2)C(F)(F)F)=O)C#N ((2S,4S)-4-fluoro-1-[[N-[4-[N-(5-trifluoromethyl-1,3,4-thiadiazol-2-yl)amino]carbonylbicyclo[2.2.2]oct-1-yl]amino]acetyl]pyrrolidine-2-carbonitrile). Yield: 16.4%. Reaction SMILES: [C:1]([C:4]12[CH2:11][CH2:10][C:7]([NH:12][CH2:13][C:14]([N:16]3[CH2:20][C@@H:19]([F:21])[CH2:18][C@H:17]3[C:22]#[N:23])=[O:15])([CH2:8][CH2:9]1)[CH2:6][CH2:5]2)([OH:3])=O.[NH2:24][C:25]1[S:26][C:27]([C:30]([F:33])([F:32])[F:31])=[N:28][N:29]=1>>[F:21][C@@H:19]1[CH2:20][N:16]([C:14](=[O:15])[CH2:13][NH:12][C:7]23[CH2:6][CH2:5][C:4]([C:1]([NH:24][C:25]4[S:26][C:27]([C:30]([F:33])([F:32])[F:31])=[N:28][N:29]=4)=[O:3])([CH2:11][CH2:10]2)[CH2:9][CH2:8]3)[C@H:17]([C:22]#[N:23])[CH2:18]1. Reported procedure: In a similar manner to Example 87, (2S,4S)-1-[[N-(4-carboxybicyclo[2.2.2]oct-1-yl)amino]acetyl]-4-fluoropyrrolidine-2-carbonitrile (50.0 mg) and 2-amino-5-trifluoromethyl-1,3,4-thiadiazole (57.5 mg) were used to obtain (2S,4S)-4-fluoro-1-[[N-[4-[N-(5-trifluoromethyl-1,3,4-thiadiazol-2-yl)amino]carbonylbicyclo[2.2.2]oct-1-yl]amino]acetyl]pyrrolidine-2-carbonitrile (12.0 mg).